This data is from the Open Reaction Database (ORD), a public repository of structured organic reaction records. The task is: describe an organic reaction: reactants, conditions, products, and yield The reactants are ONC(=N)N1CCC(CC1)[C@@H]1CC=2C(=CN=C(C2)C=2CCN(CC2)S(=O)(=O)C)O1 ((S)—N-hydroxy-4-[5-(1-methanesulfonyl-1,2,3,6-tetrahydro-pyridin-4-yl)-2,3-dihydro-furo[2,3-c]pyridin-2-yl]-piperidine-1-carboxamidine), Intermediate 47, CC1(CC1)C(=O)Cl (1-methyl-cyclopropanecarbonyl chloride). The product is CS(=O)(=O)N1CCC(=CC1)C=1C=C2C(=CN1)O[C@@H](C2)C2CCN(CC2)C2=NOC(=N2)C2(CC2)C ((S)-5-(1-Methanesulfonyl-1,2,3,6-tetrahydro-pyridin-4-yl)-2-{1-[5-(1-methyl-cyclopropyl)-[1,2,4]oxadiazol-3-yl]-piperidin-4-yl}-2,3-dihydro-furo[2,3-c]pyridine). RXN SMILES: [OH:1][NH:2][C:3]([N:5]1[CH2:10][CH2:9][CH:8]([C@H:11]2[O:29][C:14]3=[CH:15][N:16]=[C:17]([C:19]4[CH2:20][CH2:21][N:22]([S:25]([CH3:28])(=[O:27])=[O:26])[CH2:23][CH:24]=4)[CH:18]=[C:13]3[CH2:12]2)[CH2:7][CH2:6]1)=[NH:4].[CH3:30][C:31]1([C:34](Cl)=O)[CH2:33][CH2:32]1>>[CH3:28][S:25]([N:22]1[CH2:21][CH:20]=[C:19]([C:17]2[CH:18]=[C:13]3[CH2:12][C@@H:11]([CH:8]4[CH2:9][CH2:10][N:5]([C:3]5[N:4]=[C:30]([C:31]6([CH3:34])[CH2:33][CH2:32]6)[O:1][N:2]=5)[CH2:6][CH2:7]4)[O:29][C:14]3=[CH:15][N:16]=2)[CH2:24][CH2:23]1)(=[O:27])=[O:26]. Reported procedure: The title compound is prepared from (S)—N-hydroxy-4-[5-(1-methanesulfonyl-1,2,3,6-tetrahydro-pyridin-4-yl)-2,3-dihydro-furo[2,3-c]pyridin-2-yl]-piperidine-1-carboxamidine (Intermediate 47; the configuration of the stereocenter is arbitrarily assigned) and 1-methyl-cyclopropanecarbonyl chloride following a procedure analogous to that described in Example 8. LC (method 6): tR=1.53 min; Mass spectrum (ESI+): m/z=486 [M+H]+. Starting materials: C(C#C)Br (Propargyl bromide), O (Water), [Al] (Aluminum), mercuric chloride, FC(C(CC(C)(C)C1=C(C=CC(=C1)F)C)=O)(F)F (1,1,1-trifluoro-4-(5-fluoro-2-methylphenyl)-4-methylpentan-2-one). Run in C1CCOC1 (THF), C(C)(=O)OCC (ethyl acetate), C1CCOC1 (THF), C(C)OCC (diethyl ether). Conditions: time 1 hour. Product: FC=1C=CC(=C(C1)C(CC(CC#C)(O)C(F)(F)F)(C)C)C (6-(5-fluoro-2-methylphenyl)-6-methyl-4-trifluoromethylhept-1-yn-4-ol). The yield is 100.4%. As a reaction SMILES: [Al].[CH2:2](Br)[C:3]#[CH:4].[F:6][C:7]([F:23])([F:22])[C:8](=[O:21])[CH2:9][C:10]([C:13]1[CH:18]=[C:17]([F:19])[CH:16]=[CH:15][C:14]=1[CH3:20])([CH3:12])[CH3:11].O>C1COCC1.C(OCC)C.C(OCC)(=O)C>[F:19][C:17]1[CH:16]=[CH:15][C:14]([CH3:20])=[C:13]([C:10]([CH3:12])([CH3:11])[CH2:9][C:8]([C:7]([F:6])([F:22])[F:23])([OH:21])[CH2:4][C:3]#[CH:2])[CH:18]=1. Reported procedure: Aluminum foil (324 mg, 12 mmol) and mercuric chloride (5.0 g, 0.02 mmol) were added to THF (6 mL) and vigorously stirred for 1 hour. Propargyl bromide (1.34 mL, 80% in toluene, 12 mmol) in 6 mL of THF was added slowly and the mixture heated up. After completion of the addition, the mixture was stirred for 2 hours at 40° C. and for 3 hours at room temperature. Half of the generated suspension was added via syringe to a solution of 1,1,1-trifluoro-4-(5-fluoro-2-methylphenyl)-4-methylpentan-2-one (... Starting materials: CCOC(=O)c1cnnn1C1CCN(Cc2ccccc2)C1, CO, Cl, Cl. Yields the product Cl, CCOC(=O)c1cnnn1C1CCNC1. RXN SMILES: [CH2:2]([c:3]1[cH:4][cH:5][cH:6][cH:7][cH:8]1)[N:9]1[CH2:10][CH:11]([n:14]2[n:15][n:16][cH:17][c:18]2[C:19](=[O:20])[O:21][CH2:22][CH3:23])[CH2:12][CH2:13]1.[CH3:25][OH:26].[ClH:1].[ClH:24]>>[ClH:1].[NH:9]1[CH2:10][CH:11]([n:14]2[n:15][n:16][cH:17][c:18]2[C:19](=[O:20])[O:21][CH2:22][CH3:23])[CH2:12][CH2:13]1. Reactants: resultant mixture, NC1=NC(=NC(=C1NC(OC)=O)N)C1=NN(C(=N1)C=1SC=CN1)CC1=C(C=CC=C1)F (methyl 4,6-diamino-2-(1-(2-fluorobenzyl)-5-(thiazol-2-yl)-1H-1,2,4-triazol-3-yl)pyrimidin-5-ylcarbamate), [H-].[Na+] (sodium hydride), IC (iodomethane), O (Water). Run in CC#N.CO.C(Cl)Cl (CH3CN MeOH CH2Cl2), CN(C)C=O (DMF). Conditions: time 15 minute. Product: NC1=NC(=NC(=C1N(C(OC)=O)C)N)C1=NN(C(=N1)C=1SC=CN1)CC1=C(C=CC=C1)F (methyl 4,6-diamino-2-(1-(2-fluorobenzyl)-5-(thiazol-2-yl)-1H-1,2,4-triazol-3-yl)pyrimidin-5-yl(methyl)carbamate). Yield: 81.0%. RXN SMILES: [NH2:1][C:2]1[C:7]([NH:8][C:9](=[O:12])[O:10][CH3:11])=[C:6]([NH2:13])[N:5]=[C:4]([C:14]2[N:18]=[C:17]([C:19]3[S:20][CH:21]=[CH:22][N:23]=3)[N:16]([CH2:24][C:25]3[CH:30]=[CH:29][CH:28]=[CH:27][C:26]=3[F:31])[N:15]=2)[N:3]=1.[H-].[Na+].I[CH3:35].O>CN(C=O)C.CC#N.CO.C(Cl)Cl>[NH2:1][C:2]1[C:7]([N:8]([CH3:35])[C:9](=[O:12])[O:10][CH3:11])=[C:6]([NH2:13])[N:5]=[C:4]([C:14]2[N:18]=[C:17]([C:19]3[S:20][CH:21]=[CH:22][N:23]=3)[N:16]([CH2:24][C:25]3[CH:30]=[CH:29][CH:28]=[CH:27][C:26]=3[F:31])[N:15]=2)[N:3]=1 |f:1.2,6.7.8|. Procedure: A suspension of methyl 4,6-diamino-2-(1-(2-fluorobenzyl)-5-(thiazol-2-yl)-1H-1,2,4-triazol-3-yl)pyrimidin-5-ylcarbamate (I-60, 0.16 mmol) in DMF (3.0 mL) at 0° C. was treated with sodium hydride (1.1 equiv). After 15 min, the reaction mixture was warmed to ambient temperature and stirred for 15 min. The reaction was cooled to 0° C. and iodomethane (1.1 equiv) was added. The resultant mixture was brought to ambient temperature and stirred for 20 min. Water was added and the aqueous mixture was ex... The yield is 89.6%. The solvent is CCCCO (n-BuOH), O (water). Conditions: temperature 130 celsius. Procedure: A suspension of 2,5-difluoro-6-(5-methyl-1H-pyrazol-3-ylamino)nicotinonitrile (Method 41, 0.20 g, 0.85 mmol), DIEA (0.14 g, 1.1 mmol), and (S)-1-(4-fluorophenyl)ethanamine (0.23 g, 1.7 mmol) in n-BuOH (2 ml) was heated to 130° C. for 18 hours. The reaction was then cooled to room temperature, diluted with water (20 ml), and extracted with DCM (2×50 ml). The combined organic fractions were dried over Na2SO4, filtered, and then concentrated. The resulting oil was purified by column chromatography ... The product is FC=1C(=NC(=C(C#N)C1)N[C@@H](C)C1=CC=C(C=C1)F)NC1=NNC(=C1)C ((S)-5-Fluoro-2-(1-(4-fluorophenyl)ethylamino)-6-(5-methyl-1H-pyrazol-3-ylamino)nicotinonitrile). Reactants: ClC=1C=C(C(=NC1NC1=NNC(=C1)C1CC1)N[C@@H](C)C1=CC=C(C=C1)F)N ((S)-5-Chloro-N6-(5-cyclopropyl-1H-pyrazol-3-yl)-N2-(1-(4-fluorophenyl)ethyl)pyridine-2,3,6-triamine), CCN(C(C)C)C(C)C (DIEA), FC1=CC=C(C=C1)[C@H](C)N ((S)-1-(4-fluorophenyl)ethanamine). Reaction SMILES: Cl[C:2]1[CH:3]=[C:4](N)[C:5]([NH:17][C@H:18]([C:20]2[CH:25]=[CH:24][C:23]([F:26])=[CH:22][CH:21]=2)[CH3:19])=[N:6][C:7]=1[NH:8][C:9]1[CH:13]=[C:12]([CH:14]2CC2)[NH:11][N:10]=1.CC[N:30]([CH:34](C)C)C(C)C.[F:37]C1C=CC([C@@H](N)C)=CC=1>CCCCO.O>[F:37][C:2]1[C:7]([NH:8][C:9]2[CH:13]=[C:12]([CH3:14])[NH:11][N:10]=2)=[N:6][C:5]([NH:17][C@H:18]([C:20]2[CH:25]=[CH:24][C:23]([F:26])=[CH:22][CH:21]=2)[CH3:19])=[C:4]([CH:3]=1)[C:34]#[N:30]. The reactants are CN1CCN(c2cc(Cl)nc(-c3ccccc3)n2)CC1, [Na+], [OH-], O, Sc1ccccc1. Yields the product CN1CCN(c2cc(Sc3ccccc3)nc(-c3ccccc3)n2)CC1. As a reaction SMILES: [Cl:1][c:2]1[n:3][c:4](-[c:15]2[cH:16][cH:17][cH:18][cH:19][cH:20]2)[n:5][c:6]([N:8]2[CH2:9][CH2:10][N:11]([CH3:14])[CH2:12][CH2:13]2)[cH:7]1.[Na+:29].[OH-:28].[OH2:30].[SH:21][c:22]1[cH:23][cH:24][cH:25][cH:26][cH:27]1>>[c:2]1([S:21][c:22]2[cH:23][cH:24][cH:25][cH:26][cH:27]2)[n:3][c:4](-[c:15]2[cH:16][cH:17][cH:18][cH:19][cH:20]2)[n:5][c:6]([N:8]2[CH2:9][CH2:10][N:11]([CH3:14])[CH2:12][CH2:13]2)[cH:7]1. Reactants: NC(=O)C1(CCCC1)NC(C1=C(C=CC=C1)Cl)=O (N-[1-(Aminocarbonyl)cyclopentyl]-2-chlorobenzamide), [OH-].[Na+] (NaOH), Cl (HCl). The solvent is C(Cl)Cl (DCM), CO (methanol). Reaction conditions: temperature 90 celsius. The product is ClC1=C(C=CC=C1)C1=NC2(C(N1)=O)CCCC2 (2-(2-Chlorophenyl)-1,3-diazaspiro[4.4]non-1-en-4-one). Reaction SMILES: [NH2:1][C:2]([C:4]1([NH:9][C:10](=O)[C:11]2[CH:16]=[CH:15][CH:14]=[CH:13][C:12]=2[Cl:17])[CH2:8][CH2:7][CH2:6][CH2:5]1)=[O:3].[OH-].[Na+].Cl>CO.C(Cl)Cl>[Cl:17][C:12]1[CH:13]=[CH:14][CH:15]=[CH:16][C:11]=1[C:10]1[NH:1][C:2](=[O:3])[C:4]2([CH2:8][CH2:7][CH2:6][CH2:5]2)[N:9]=1 |f:1.2|. Procedure: Into a solution of N-[1-(aminocarbonyl)cyclopentyl]-2-chlorobenzamide from Step A (0.51 g, 1.912 mmol) in methanol (10 mL) was added NaOH (1.15 mL, 5 N). This solution was heated at 90° C. for 2.5 h. After allowing the reaction mixture to cool, the bulk of the solvent was removed in vacuo to give a residue, which was then neutralized by the addition of 1 N HCl and diluted with DCM. The layers were separated and the aqueous layer was extracted with an additional volume of DCM. The combined organi... Reactants: ClC(=O)OC (methyl chloroformate), CN(C(=S)N)C (N,N-dimethylthiourea), C1(=CC=CC=C1)C (toluene), C([O-])([O-])=O.[Na+].[Na+] (sodium carbonate). Solvent: O (water). Run at temperature 65 celsius, time 0.5 hour. The product is CN(C(OC)=O)C(NC)=S (Methyl N-methyl-N-(methylcarbamothioyl)carbamate). Yield: 90.3%. As a reaction SMILES: C[N:2]([CH3:6])[C:3]([NH2:5])=[S:4].C1(C)C=CC=CC=1.[C:14](=O)([O-])[O-].[Na+].[Na+].Cl[C:21]([O:23][CH3:24])=[O:22]>O>[CH3:6][N:2]([C:3](=[S:4])[NH:5][CH3:14])[C:21](=[O:22])[O:23][CH3:24] |f:2.3.4|. Procedure details: 420.9 g (4.00 mol) N,N-dimethylthiourea with a purity of 99% were charged to 2000 g toluene. 507 g (4.78 mol) sodium carbonate was added and the suspension heated to 65° C. Afterwards 432.2 g (4.60 mol) methyl chloroformate were dosed in over 5 h at 65° C. The mixture was poststirred at the same temperature over 0.5 h. For work up, demineralized water was added under agitation and the phases separated. The aqueous phase was extracted with 800 g toluene and the organic phases were combined. The p...